Dataset: the Open Reaction Database (ORD), a public repository of structured organic reaction records. Task: describe an organic reaction: reactants, conditions, products, and yield The reactants are O=C1CC2CCOC(N12)(C)C (8-oxo-2,2-dimethyl-3-oxa-1-azabicyclo[4.2.0]octane), 4-(2-40 -hydroxyethyl)-2-azetidinone, C(OC)(OC)OC (trimethyl orthoformate). Product: O=C1CC2CCOC(N12)OC (8-oxo-2-methoxy-3-oxa-1-azabicyclo[4.2.0]octane). RXN SMILES: [O:1]=[C:2]1[N:9]2[CH:4]([CH2:5][CH2:6][O:7][C:8]2(C)C)[CH2:3]1.[CH:12](OC)(OC)[O:13]C>>[O:1]=[C:2]1[N:9]2[CH:4]([CH2:5][CH2:6][O:7][CH:8]2[O:13][CH3:12])[CH2:3]1. Reported procedure: Following the procedure described for the preparation of 8-oxo-2,2-dimethyl-3-oxa-1-azabicyclo[4.2.0]octane from 4-(2-40 -hydroxyethyl)-2-azetidinone and using trimethyl orthoformate instead of 2,2-dimethoxypropane one obtains 8-oxo-2-methoxy-3-oxa-1-azabicyclo[4.2.0]octane. The reactants are CSC1=CC=C(C=C1)O (4-(Methylthio)phenol), CN1CCOCC1 (4-methylmorpholine), ClC(=O)OC(C(C)C)Cl (1-Chloro-2-methylpropyl chloroformate). Run in ClCCl (dichloromethane), ClCCl (dichloromethane). Run at temperature 0 celsius, time 10 minute. Yields the product CC1=CC=C(SC(=O)OC(C(C)C)Cl)C=C1 (1-Chloro-2-methylpropyl (4-methylthiophenoxy)formate). As a reaction SMILES: C[S:2][C:3]1[CH:8]=[CH:7][C:6](O)=[CH:5][CH:4]=1.Cl[C:11]([O:13][CH:14]([Cl:18])[CH:15]([CH3:17])[CH3:16])=[O:12].[CH3:19]N1CCOCC1>ClCCl>[CH3:19][C:6]1[CH:7]=[CH:8][C:3]([S:2][C:11]([O:13][CH:14]([Cl:18])[CH:15]([CH3:17])[CH3:16])=[O:12])=[CH:4][CH:5]=1. Reported procedure: 4-(Methylthio)phenol (28 g) and dichloromethane (100 mL) were charged to a vessel. The vessel was cooled to approximately 0° C. 1-Chloro-2-methylpropyl chloroformate (14 mL) was added. A solution of 4-methylmorpholine (24 g) in dichloromethane (100 mL) was then slowed added using an addition funnel, keeping the temperature below 15° C. The reaction mixture was then stirred at approximately 0° C. for 10 minutes. The reaction mixture was then stirred at room temperature overnight. The reaction mix... Conditions: temperature 0 celsius, time 30 minute. Procedure: To a solution of 1.6 g (41.0 mmoles) of sodium borohydride dissolved in 300 ml of methanol was added, with ice-cooling, a solution of 26.5 g (102.5 mmoles) of 5-fluoro-1-phenyl-3-trifluoromethyl-1H-pyrazole-4-carboaldehyde dissolved in 200 ml of methanol. The resulting mixture was stirred at 0° C. for 30 minutes to give rise to a reaction. After the completion of the reaction, the reaction mixture was poured into water, followed by extraction with ethyl acetate. The resulting organic layer was w... Reactants: FC1=C(C(=NN1C1=CC=CC=C1)C(F)(F)F)C=O (5-fluoro-1-phenyl-3-trifluoromethyl-1H-pyrazole-4-carboaldehyde), [BH4-].[Na+] (sodium borohydride), O (water). Run in CO (methanol), CO (methanol). Isolated yield 106.9%. The product is FC1=C(C(=NN1C1=CC=CC=C1)C(F)(F)F)CO ((5-fluoro-1-phenyl-3-trifluoromethyl-1H-pyrazol-4-yl)-methanol). RXN SMILES: [BH4-].[Na+].[F:3][C:4]1[N:8]([C:9]2[CH:14]=[CH:13][CH:12]=[CH:11][CH:10]=2)[N:7]=[C:6]([C:15]([F:18])([F:17])[F:16])[C:5]=1[CH:19]=[O:20].O>CO>[F:3][C:4]1[N:8]([C:9]2[CH:10]=[CH:11][CH:12]=[CH:13][CH:14]=2)[N:7]=[C:6]([C:15]([F:17])([F:16])[F:18])[C:5]=1[CH2:19][OH:20] |f:0.1|. The reactants are O=C([O-])[O-], CCCCCCCCCCCCCCCCCCOc1cc(O)cc(N(CC(=O)OC)CC(=O)OC)c1, COCCOCCOCCOCCBr, CC(C)=O, [K+], [K+], CN(C)C=O. Yields the product CCCCCCCCCCCCCCCCCCOc1cc(OCCOCCOCCOCCOC)cc(N(CC(=O)OC)CC(=O)OC)c1. RXN SMILES: [C:52](=[O:53])([O-:54])[O-:55].[CH3:1][O:2][C:3]([CH2:4][N:5]([CH2:6][C:7](=[O:8])[O:9][CH3:10])[c:11]1[cH:12][c:13]([OH:36])[cH:14][c:15]([O:17][CH2:18][CH2:19][CH2:20][CH2:21][CH2:22][CH2:23][CH2:24][CH2:25][CH2:26][CH2:27][CH2:28][CH2:29][CH2:30][CH2:31][CH2:32][CH2:33][CH2:34][CH3:35])[cH:16]1)=[O:37].[CH3:38][O:39][CH2:40][CH2:41][O:42][CH2:43][CH2:44][O:45][CH2:46][CH2:47][O:48][CH2:49][CH2:50][Br:51].[CH3:58][C:59](=[O:60])[CH3:61].[K+:56].[K+:57].[O:62]=[CH:63][N:64]([CH3:65])[CH3:66]>>[CH3:1][O:2][C:3]([CH2:4][N:5]([CH2:6][C:7](=[O:8])[O:9][CH3:10])[c:11]1[cH:12][c:13]([O:36][CH2:50][CH2:49][O:48][CH2:47][CH2:46][O:45][CH2:44][CH2:43][O:42][CH2:41][CH2:40][O:39][CH3:38])[cH:14][c:15]([O:17][CH2:18][CH2:19][CH2:20][CH2:21][CH2:22][CH2:23][CH2:24][CH2:25][CH2:26][CH2:27][CH2:28][CH2:29][CH2:30][CH2:31][CH2:32][CH2:33][CH2:34][CH3:35])[cH:16]1)=[O:37]. The reactants are Cl.COC=1C=C(C=CC1)C12CCCC(NC1C)C2 (1-(3-methoxyphenyl)-7-methyl-6-azabicyclo[3,2,1]octane hydrochloride), Br (hydrobromic acid). Product: Br.OC=1C=C(C=CC1)C12CCCC(NC1C)C2 (1-(3-hydroxyphenyl)-7-methyl-6-azabicyclo[3,2,1]octane hydrobromide). RXN SMILES: Cl.C[O:3][C:4]1[CH:5]=[C:6]([C:10]23[CH2:18][CH:14]([NH:15][CH:16]2[CH3:17])[CH2:13][CH2:12][CH2:11]3)[CH:7]=[CH:8][CH:9]=1.[BrH:19]>>[BrH:19].[OH:3][C:4]1[CH:5]=[C:6]([C:10]23[CH2:18][CH:14]([NH:15][CH:16]2[CH3:17])[CH2:13][CH2:12][CH2:11]3)[CH:7]=[CH:8][CH:9]=1 |f:0.1,3.4|. Reported procedure: A mixture of 5.22 g of 1-(3-methoxyphenyl)-7-methyl-6-azabicyclo[3,2,1]octane hydrochloride and 52 ml of 47 % aqueous hydrobromic acid is refluxed for one hour under heating. After cooling, the crystalline precipitate is collected by filtration. The precipitate is recrystallized from a mixture of methanol and ether. 5.48 g of 1-(3-hydroxyphenyl)-7-methyl-6-azabicyclo[3,2,1]octane hydrobromide are obtained. M.p. 282°-284°C.